The task is: describe an organic reaction: reactants, conditions, products, and yield. This data is from the Open Reaction Database (ORD), a public repository of structured organic reaction records. The reactants are [N+](=O)([O-])C1=CC=C(C=C1)CC(=O)OCC (ethyl 4-nitrophenylacetate), [H-].[Na+] (sodium hydride), C1(CC1)CBr (cyclopropylmethyl bromide). Solvent: CN(C=O)C.C1(=CC=CC=C1)C (dimethyl formamide toluene), C1(=CC=CC=C1)C (toluene), O (water). The product is [N+](=O)([O-])C1=CC=C(C=C1)C(C(=O)OCC)CC1CC1 (ethyl α-(4-nitrophenyl)-β-cyclopropylpropionate). RXN SMILES: [N+:1]([C:4]1[CH:9]=[CH:8][C:7]([CH2:10][C:11]([O:13][CH2:14][CH3:15])=[O:12])=[CH:6][CH:5]=1)([O-:3])=[O:2].[H-].[Na+].[CH:18]1([CH2:21]Br)[CH2:20][CH2:19]1>CN(C)C=O.C1(C)C=CC=CC=1.C1(C)C=CC=CC=1.O>[N+:1]([C:4]1[CH:5]=[CH:6][C:7]([CH:10]([CH2:21][CH:18]2[CH2:20][CH2:19]2)[C:11]([O:13][CH2:14][CH3:15])=[O:12])=[CH:8][CH:9]=1)([O-:3])=[O:2] |f:1.2,4.5|. Reported procedure: To the solution of 10 g ethyl 4-nitrophenylacetate in 400 ml dimethyl formamide-toluene (1:1), 2.5 g 50% sodium hydride are added portionwise during 15 minutes while stirring and cooling with ice, after which the solution of 9.6 g cyclopropylmethyl bromide in 50 ml toluene is added dropwise and the mixture stirred overnight at room temperature. It is diluted with 200 ml water, extracted with diethyl ether, the extract dried, evaporated, the residue distilled and the fraction boiling at 132°-138°... Reactants: [Br-], CON(C)C(=O)c1ccc(Br)cc1Cl, C1CCOC1, C[Mg+], CCOCC. The product is CC(=O)c1ccc(Br)cc1Cl. RXN SMILES: [Br-:15].[Br:1][c:2]1[cH:3][c:4]([Cl:14])[c:5]([C:6](=[O:7])[N:8]([O:9][CH3:10])[CH3:11])[cH:12][cH:13]1.[CH2:23]1[O:24][CH2:25][CH2:26][CH2:27]1.[CH3:16][Mg+:17].[CH3:18][CH2:19][O:20][CH2:21][CH3:22]>>[Br:1][c:2]1[cH:3][c:4]([Cl:14])[c:5]([C:6](=[O:7])[CH3:18])[cH:12][cH:13]1. RXN SMILES: [Cl:1][C:2]1[CH:19]=[CH:18][C:17]([CH:20]=O)=[CH:16][C:3]=1[C:4]([NH:6][CH2:7][C:8]1([OH:15])[CH2:14][CH2:13][CH2:12][CH2:11][CH2:10][CH2:9]1)=[O:5].Cl.[NH2:23][OH:24].C([O-])(=O)C.[Na+]>CO.O>[Cl:1][C:2]1[CH:19]=[CH:18][C:17]([CH:20]=[N:23][OH:24])=[CH:16][C:3]=1[C:4]([NH:6][CH2:7][C:8]1([OH:15])[CH2:14][CH2:13][CH2:12][CH2:11][CH2:10][CH2:9]1)=[O:5] |f:1.2,3.4|. The reactants are ClC1=C(C(=O)NCC2(CCCCCC2)O)C=C(C=C1)C=O (2-chloro-5-formyl-N-(1-hydroxy-cycloheptylmethyl)-benzamide), Cl.NO (hydroxylamine hydrochloride), C(C)(=O)[O-].[Na+] (sodium acetate). The yield is 45.9%. The product is ClC1=C(C(=O)NCC2(CCCCCC2)O)C=C(C=C1)C=NO (2-Chloro-N-(1-hydroxy-cycloheptylmethyl)-5-(hydroxyimino-methyl)-benzamide). The solvent is CO (methanol), O (water), O (water). Procedure: A solution of 2-chloro-5-formyl-N-(1-hydroxy-cycloheptylmethyl)-benzamide (290 mg, 0.94 mmol), hydroxylamine hydrochloride (78 mg, 1.13 mmol) and sodium acetate (223 mg, 2.72 mmol) in methanol (5 mL) and water (5 mL) was stirred at room temperature for 3 h. The mixture was diluted with water and extracted with ethyl acetate. The combined organic layers were washed with water, and brine, dried over sodium sulfate, filtered and adsorbed onto silica gel. The residue was purified by chromatography (... Reactants: C(Cl)Cl (methylene chloride), C(N)(=N)C=1C(=CC(=NC1)C1=CC=C(OCC(C(=O)OC)(C)C)C=C1)C (methyl 3-[4-(5-carbamimidoyl-4-methylpyridin-2-yl)phenoxy]-2,2-dimethylpropanoate), C([O-])([O-])=O.[K+].[K+] (potassium carbonate), BrCC(=O)C1(CC1)C(F)(F)F (2-bromo-1-[1-(trifluoromethyl)cyclopropyl]-ethanone). Solvent: [Cl-].[Na+].O (brine). Reaction conditions: temperature 50 celsius, time 8 hour. Yields the product CC(C(=O)OC)(COC1=CC=C(C=C1)C1=NC=C(C(=C1)C)C=1NC(=CN1)C1(CC1)C(F)(F)F)C (methyl 2,2-dimethyl-3-[4-(4-methyl-5-{5-[1-(trifluoromethyl)cyclopropyl]-1H-imidazol-2-yl}pyridin-2-yl)phenoxy]propanoate). Yield: 61.0%. RXN SMILES: C(Cl)Cl.[C:4]([C:7]1[C:8]([CH3:28])=[CH:9][C:10]([C:13]2[CH:27]=[CH:26][C:16]([O:17][CH2:18][C:19]([CH3:25])([CH3:24])[C:20]([O:22][CH3:23])=[O:21])=[CH:15][CH:14]=2)=[N:11][CH:12]=1)(=[NH:6])[NH2:5].C(=O)([O-])[O-].[K+].[K+].Br[CH2:36][C:37]([C:39]1([C:42]([F:45])([F:44])[F:43])[CH2:41][CH2:40]1)=O>[Cl-].[Na+].O>[CH3:24][C:19]([CH3:25])([CH2:18][O:17][C:16]1[CH:26]=[CH:27][C:13]([C:10]2[CH:9]=[C:8]([CH3:28])[C:7]([C:4]3[NH:5][C:37]([C:39]4([C:42]([F:45])([F:44])[F:43])[CH2:41][CH2:40]4)=[CH:36][N:6]=3)=[CH:12][N:11]=2)=[CH:14][CH:15]=1)[C:20]([O:22][CH3:23])=[O:21] |f:2.3.4,6.7.8|. Procedure details: To methylene chloride (10 mL) and saturated brine (10 mL) were added methyl 3-[4-(5-carbamimidoyl-4-methylpyridin-2-yl)phenoxy]-2,2-dimethylpropanoate (500 mg) and potassium carbonate (430.3 mg), then, 2-bromo-1-[1-(trifluoromethyl)cyclopropyl]-ethanone (431.6 mg) was added to the mixture, and the resulting mixture was stirred at 50° C. overnight. The organic layer was separated and the residue obtained by concentrating the same under reduced pressure was purified by silica gel column chromatogr...